Task: describe an organic reaction: reactants, conditions, products, and yield. Dataset: the Open Reaction Database (ORD), a public repository of structured organic reaction records The reactants are C(C)OC(CC#N)=O (ethylcyanoacetate), CC[O-].[Na+] (NaOEt), NC1=C(C(=NN1C1=CC(=CC=C1)Cl)CCO[Si](C1=CC=CC=C1)(C1=CC=CC=C1)C(C)(C)C)C(=O)OCC (Ethyl 5-amino-3-(2-((tert-butyldiphenylsilyl)oxy)ethyl)-1-(3-chlorophenyl)-1H-pyrazole-4-carboxylate), [Si](C1=CC=CC=C1)(C1=CC=CC=C1)(C(C)(C)C)OCCC=O (3-((tert-Butyldiphenylsilyl)oxy)propanal), C1CC(=O)N(C1=O)Cl (NCS), N(Cl)Cl (iminochloride). The solvent is CCO (EtOH), CN(C)C=O (DMF). Run at time 4 hour. The product is [Si](C1=CC=CC=C1)(C1=CC=CC=C1)(C(C)(C)C)OCC\C=N\NC1=CC(=CC=C1)Cl ((E)-1-(3-((tert-Butyldiphenylsilyl)oxy)propylidene)-2-(3-chlorophenyl)hydrazine). Reaction SMILES: NC1[N:6]([C:7]2[CH:12]=[CH:11][CH:10]=[C:9]([Cl:13])[CH:8]=2)[N:5]=[C:4]([CH2:14][CH2:15][O:16][Si:17]([C:30]([CH3:33])([CH3:32])[CH3:31])([C:24]2[CH:29]=[CH:28][CH:27]=[CH:26][CH:25]=2)[C:18]2[CH:23]=[CH:22][CH:21]=[CH:20][CH:19]=2)C=1C(OCC)=O.[Si](OCCC=O)(C(C)(C)C)(C1C=CC=CC=1)C1C=CC=CC=1.C1C(=O)N(Cl)C(=O)C1.C(OC(=O)CC#N)C.CC[O-].[Na+].N(Cl)Cl>CN(C=O)C.CCO>[Si:17]([O:16][CH2:15][CH2:14]/[CH:4]=[N:5]/[NH:6][C:7]1[CH:12]=[CH:11][CH:10]=[C:9]([Cl:13])[CH:8]=1)([C:30]([CH3:33])([CH3:32])[CH3:31])([C:24]1[CH:25]=[CH:26][CH:27]=[CH:28][CH:29]=1)[C:18]1[CH:19]=[CH:20][CH:21]=[CH:22][CH:23]=1 |f:4.5|. Procedure details: Ethyl 5-amino-3-(2-((tert-butyldiphenylsilyl)oxy)ethyl)-1-(3-chlorophenyl)-1H-pyrazole-4-carboxylate: To a solution of Intermediate 9A (1.34 g, 3.1 mmol) in DMF (5 mL) was added NCS (0.455, 3.41 mmol) and stirred at rt. After 4 h, the reaction mixture was quenched with H2O (100 mL) and extracted with EtOAc (2×). The organic layers were dried (MgSO4) and evaporated to a reddish oil. Separately ethylcyanoacetate (0.351 g, 3.10 mmol) was dissolved in EtOH (5 mL) and to this solution was added NaOEt...